This data is from the Open Reaction Database (ORD), a public repository of structured organic reaction records. The task is: describe an organic reaction: reactants, conditions, products, and yield Starting materials: ClCCCN1C(NC(C(=C1)C=1SC=CC1)=O)=O (1-(3-chloropropyl)-5-(thiophen-2-yl)pyrimidine-2,4(1H,3H)-dione), Cl.ClC=1C=C2CCC3(CNCC3)C2=CC1 (5-chloro-2,3-dihydrospiro[indene-1,3′-pyrrolidine]hydrochloride salt), C([O-])([O-])=O.[K+].[K+] (potassium carbonate), [I-].[Na+] (sodium iodide). Run in CN1CCCC1=O (NMP), O (water). Reaction conditions: temperature 70 celsius, time 8 hour. Yields the product Cl.ClC=1C=C2CCC3(CN(CC3)CCCN3C(NC(C(=C3)C=3SC=CC3)=O)=O)C2=CC1 (1-(3-(5-chloro-2,3-dihydrospiro[indene-1,3′-pyrrolidine]-1′-yl)propyl)-5-(thiophen-2-yl)pyrimidine-2,4(1H,3H)-dione hydrochloride). The yield is 81.3%. As a reaction SMILES: [Cl:1][CH2:2][CH2:3][CH2:4][N:5]1[CH:10]=[C:9]([C:11]2[S:12][CH:13]=[CH:14][CH:15]=2)[C:8](=[O:16])[NH:7][C:6]1=[O:17].Cl.[Cl:19][C:20]1[CH:21]=[C:22]2[C:30](=[CH:31][CH:32]=1)[C:25]1([CH2:29][CH2:28][NH:27][CH2:26]1)[CH2:24][CH2:23]2.C(=O)([O-])[O-].[K+].[K+].[I-].[Na+]>O.CN1C(=O)CCC1>[ClH:1].[Cl:19][C:20]1[CH:21]=[C:22]2[C:30](=[CH:31][CH:32]=1)[C:25]1([CH2:29][CH2:28][N:27]([CH2:2][CH2:3][CH2:4][N:5]3[CH:10]=[C:9]([C:11]4[S:12][CH:13]=[CH:14][CH:15]=4)[C:8](=[O:16])[NH:7][C:6]3=[O:17])[CH2:26]1)[CH2:24][CH2:23]2 |f:1.2,3.4.5,6.7,10.11|. Reported procedure: A mixture of 1-(3-chloropropyl)-5-(thiophen-2-yl)pyrimidine-2,4(1H,3H)-dione (Prep24, 50 mg, 0.18 mmol), 5-chloro-2,3-dihydrospiro[indene-1,3′-pyrrolidine]hydrochloride salt (Prep10, 66 mg, 0.27 mmol), potassium carbonate (112 mg, 0.81 mmol), sodium iodide (112 mg, 0.75 mmol) and NMP (1 ml) was stirred at 70° C. overnight. Then it was cooled down to room temperature and diluted with water and extracted with ethyl acetate. The EA phase was evaporated and the crude purified by preparative TLC (TLC... Starting materials: [Ca+2], ClCCl, C=CC(F)=C(F)F, O=C([O-])[O-], O, ClSc1ccccc1. Product: FC(F)=C(F)C(Cl)CSc1ccccc1. Reaction SMILES: [Ca+2:8].[Cl:22][CH2:23][Cl:24].[F:1][C:2](=[C:3]([CH:4]=[CH2:5])[F:6])[F:7].[O-:9][C:10](=[O:11])[O-:12].[OH2:21].[c:13]1([S:19][Cl:20])[cH:14][cH:15][cH:16][cH:17][cH:18]1>>[F:1][C:2](=[C:3]([CH:4]([CH2:5][S:19][c:13]1[cH:14][cH:15][cH:16][cH:17][cH:18]1)[Cl:22])[F:6])[F:7]. Reactants: C(C)(C)(C)OC(C(=O)OC)C1=C(C2=C(C(N1C)=O)NC=C2)C2=CC=C(C=C2)C (methyl 2-(tert-butoxy)-2-(6-methyl-7-oxo-4-(p-tolyl)-6,7-dihydro-1H-pyrrolo[2,3-c]pyridin-5-yl)acetate), FC=1C=C(CBr)C=CC1F (3,4-difluorobenzyl bromide). The product is C(C)(C)(C)OC(C(=O)O)C1=C(C2=C(C(N1C)=O)N(C=C2)CC2=CC(=C(C=C2)F)F)C2=CC=C(C=C2)C (2-(tert-butoxy)-2-(1-(3,4-difluorobenzyl)-6-methyl-7-oxo-4-(p-tolyl)-6,7-dihydro-1H-pyrrolo[2,3-c]pyridin-5-yl)acetic acid). As a reaction SMILES: [C:1]([O:5][CH:6]([C:11]1[N:16]([CH3:17])[C:15](=[O:18])[C:14]2[NH:19][CH:20]=[CH:21][C:13]=2[C:12]=1[C:22]1[CH:27]=[CH:26][C:25]([CH3:28])=[CH:24][CH:23]=1)[C:7]([O:9]C)=[O:8])([CH3:4])([CH3:3])[CH3:2].[F:29][C:30]1[CH:31]=[C:32]([CH:35]=[CH:36][C:37]=1[F:38])[CH2:33]Br>>[C:1]([O:5][CH:6]([C:11]1[N:16]([CH3:17])[C:15](=[O:18])[C:14]2[N:19]([CH2:33][C:32]3[CH:35]=[CH:36][C:37]([F:38])=[C:30]([F:29])[CH:31]=3)[CH:20]=[CH:21][C:13]=2[C:12]=1[C:22]1[CH:23]=[CH:24][C:25]([CH3:28])=[CH:26][CH:27]=1)[C:7]([OH:9])=[O:8])([CH3:3])([CH3:2])[CH3:4]. Procedure: The title compound was prepared in two steps in a manner similar to that described in Example 27 step D from methyl 2-(tert-butoxy)-2-(6-methyl-7-oxo-4-(p-tolyl)-6,7-dihydro-1H-pyrrolo[2,3-c]pyridin-5-yl)acetate and 3,4-difluorobenzyl bromide, and was isolated as white solid after reverse phase chromatography (46%): 1H NMR (400 MHz, CHLOROFORM-d) ppm 0.98 (s, 9H), 2.43 (s, 3H), 3.66 (s, 3H), 5.45 (s, 1H), 5.68-5.86 (m, 2H), 6.06 (d, J=2.8 Hz, 1H), 6.97-7.05 (m, 2H), 7.05-7.15 (m, 2H), 7.25-7.31 ... Reactants: OCC(CCCCS(=O)(=O)N)(CC)CC (6-hydroxy-5,5-diethyl-1-hexanesulfonamide), ClC=1C(=CC=2N(N1)N=CN2)C (6-chloro-7-methyl[1,2,4]triazolo[1,5-b]pyridazine). The product is C(C)C(COC=1C(=CC=2N(N1)N=CN2)C)(CCCCS(N)(=O)=O)CC (6-(2,2-diethyl-6-sulfamoyl-1-hexyloxy)-7-methyl[1,2,4]triazolo[1,5-b]pyridazine). Reaction SMILES: [OH:1][CH2:2][C:3]([CH2:14][CH3:15])([CH2:12][CH3:13])[CH2:4][CH2:5][CH2:6][CH2:7][S:8]([NH2:11])(=[O:10])=[O:9].Cl[C:17]1[C:18]([CH3:26])=[CH:19][C:20]2[N:21]([N:23]=[CH:24][N:25]=2)[N:22]=1>>[CH2:12]([C:3]([CH2:14][CH3:15])([CH2:4][CH2:5][CH2:6][CH2:7][S:8](=[O:9])(=[O:10])[NH2:11])[CH2:2][O:1][C:17]1[C:18]([CH3:26])=[CH:19][C:20]2[N:21]([N:23]=[CH:24][N:25]=2)[N:22]=1)[CH3:13]. Procedure details: Using 6-hydroxy-5,5-diethyl-1-hexanesulfonamide and 6-chloro-7-methyl[1,2,4]triazolo[1,5-b]pyridazine, the same reaction was conducted as in Example 5 to produce the title compound. m.p. 132°-133° C. Starting materials: C1=CC=C2C(=C1)C(=O)N(C2=O)CC(=O)O (N-phthaloylglycine), C(=O)(N1C=NC=C1)N1C=NC=C1 (carbonyldiimidazole), [OH-].[NH4+] (ammonium hydroxide), 4-NN-dimethylaminopyridine. Run in O1CCCC1 (tetrahydrofuran), O (water). Reaction conditions: temperature 50 celsius, time 1 hour. The product is C1(C=2C(C(N1C(C(=O)N)C1=CC=CC=C1)=O)=CC=CC2)=O (α-phthalimidophenyl-acetamide). Yield: 76.0%. Reaction SMILES: [CH:1]1[CH:6]=[C:5]2[C:7]([N:9]([CH2:12][C:13]([OH:15])=O)[C:10](=[O:11])[C:4]2=[CH:3][CH:2]=1)=[O:8].C(N1[CH:27]=[CH:26]N=C1)(N1C=CN=C1)=O.[OH-].[NH4+:29]>O1CCCC1.O>[C:10]1(=[O:11])[N:9]([CH:12]([C:27]2[CH:26]=[CH:3][CH:2]=[CH:1][CH:6]=2)[C:13]([NH2:29])=[O:15])[C:7](=[O:8])[C:5]2=[CH:6][CH:1]=[CH:2][CH:3]=[C:4]12 |f:2.3|. Procedure: To a stirred solution of N-phthaloylglycine (2.50 g, 8.89 mmol) in tetrahydrofuran (50 mL) is add ed carbonyldiimidazole (1.50 g, 9.25 mmol) and a few crystals of 4-NN-dimethylaminopyridine. The reaction is then heated to 50° C. for 45 minutes. After the reaction mixture had cooled to room temperature, 1 mL of concentrated ammonium hydroxide is added via syringe. The reaction is stirred for 1 hour, then diluted with 50 mL of water and partially concentrated to remove the majority of the tetrahyd... Starting materials: NC1=NC(=CC=C1)Br (2-amino-6-bromopyridine), C(C)(=O)OC(C)=O (acetic anhydride). Product: BrC1=CC=CC(=N1)NC(C)=O (N-(6-bromo-2-pyridyl)acetamide). Reaction SMILES: [NH2:1][C:2]1[CH:7]=[CH:6][CH:5]=[C:4]([Br:8])[N:3]=1.[C:9](OC(=O)C)(=[O:11])[CH3:10]>>[Br:8][C:4]1[N:3]=[C:2]([NH:1][C:9](=[O:11])[CH3:10])[CH:7]=[CH:6][CH:5]=1. Procedure details: By the reaction in the same manner as in Example 56-(i) using 2-amino-6-bromopyridine (2.97 g) and acetic anhydride (2.9 ml), the title compound (2.30 g) was obtained as colorless scaly crystals.